Dataset: the Open Reaction Database (ORD), a public repository of structured organic reaction records. Task: describe an organic reaction: reactants, conditions, products, and yield The reactants are CCc1ccccc1N, CCc1ccccc1NC(=O)N1CCc2c(-c3cnc(N(Cc4ccc(OC)cc4)Cc4ccc(OC)cc4)nc3)nc(N3CCOCC3)nc21, COc1ccc(CN(Cc2ccc(OC)cc2)c2ncc(-c3nc(N4CCOCC4)nc4c3CCN4)cn2)cc1. Product: CCc1ccccc1NC(=O)N1CCc2c(-c3cnc(N)nc3)nc(N3CCOCC3)nc21. RXN SMILES: [CH2:41]([c:42]1[cH:43][cH:44][cH:45][cH:46][c:47]1[NH2:48])[CH3:49].[CH2:50]([CH3:51])[c:52]1[c:53]([NH:58][C:59](=[O:60])[N:61]2[CH2:62][CH2:63][c:64]3[c:65]2[n:66][c:67]([N:95]2[CH2:96][CH2:97][O:98][CH2:99][CH2:100]2)[n:68][c:69]3-[c:70]2[cH:71][n:72][c:73]([N:76]([CH2:77][c:78]3[cH:79][cH:80][c:81]([O:82][CH3:83])[cH:84][cH:85]3)[CH2:86][c:87]3[cH:88][cH:89][c:90]([O:91][CH3:92])[cH:93][cH:94]3)[n:74][cH:75]2)[cH:54][cH:55][cH:56][cH:57]1.[CH3:1][O:2][c:3]1[cH:4][cH:5][c:6]([CH2:7][N:8]([CH2:9][c:10]2[cH:11][cH:12][c:13]([O:14][CH3:15])[cH:16][cH:17]2)[c:18]2[n:19][cH:20][c:21](-[c:22]3[c:23]4[c:27]([n:28][c:29]([N:30]5[CH2:31][CH2:32][O:33][CH2:34][CH2:35]5)[n:36]3)[NH:26][CH2:25][CH2:24]4)[cH:37][n:38]2)[cH:39][cH:40]1>>[CH2:50]([CH3:51])[c:52]1[c:53]([NH:58][C:59](=[O:60])[N:61]2[CH2:62][CH2:63][c:64]3[c:65]2[n:66][c:67]([N:95]2[CH2:96][CH2:97][O:98][CH2:99][CH2:100]2)[n:68][c:69]3-[c:70]2[cH:71][n:72][c:73]([NH2:76])[n:74][cH:75]2)[cH:54][cH:55][cH:56][cH:57]1. Starting materials: CC(C)C[Al+]CC(C)C, COC(=O)C1=Cc2cccc(OC)c2CC1, Cc1ccccc1, [Cl-], [H-], [NH4+]. The product is COc1cccc2c1CCC(CO)=C2. RXN SMILES: [CH2:18]([Al+:19][CH2:20][CH:21]([CH3:22])[CH3:23])[CH:24]([CH3:25])[CH3:26].[CH3:1][O:2][c:3]1[c:4]2[c:9]([cH:10][cH:11][cH:12]1)[CH:8]=[C:7]([C:13](=[O:14])[O:15][CH3:16])[CH2:6][CH2:5]2.[CH3:29][c:30]1[cH:31][cH:32][cH:33][cH:34][cH:35]1.[Cl-:27].[H-:17].[NH4+:28]>>[CH3:1][O:2][c:3]1[c:4]2[c:9]([cH:10][cH:11][cH:12]1)[CH:8]=[C:7]([CH2:13][OH:14])[CH2:6][CH2:5]2. Starting materials: TEA, C=1C=CC2=C(C1)N=NN2O (HOBT), Cl.N1=C(C=CC=C1)CC(=O)O (2-pyridylacetic acid hydrochloride), C(C)[C@@H](C1=CC=CC=C1)NC(=O)C1=C(C(=NC2=CC=CC=C12)C1=CC=CC=C1)OCCN ((S)-N-(α-ethylbenzyl)-3-(2-aminoethoxy)-2-phenylquinoline-4-carboxamide), C1CCC(CC1)N=C=NC2CCCCC2 (DCC). Product: O(C(C)C)C(C)C (i-Pr2O), C(C)[C@@H](C1=CC=CC=C1)NC(=O)C1=C(C(=NC2=CC=CC=C12)C1=CC=CC=C1)OCCNC(CC1=NC=CC=C1)=O ((S)-N-(a-ethylbenzyl)-3-[2-(2-pyridylacetyl)aminoethoxy]-2-phenylquinoline-4-carboxamide). Isolated yield 15.3%. RXN SMILES: Cl.[N:2]1[CH:7]=[CH:6][CH:5]=[CH:4][C:3]=1[CH2:8][C:9]([OH:11])=O.[CH2:12]([C@H:14]([NH:21][C:22]([C:24]1[C:33]2[C:28](=[CH:29][CH:30]=[CH:31][CH:32]=2)[N:27]=[C:26]([C:34]2[CH:39]=[CH:38][CH:37]=[CH:36][CH:35]=2)[C:25]=1[O:40][CH2:41][CH2:42][NH2:43])=[O:23])[C:15]1[CH:20]=[CH:19][CH:18]=[CH:17][CH:16]=1)[CH3:13].C1C=CC2N(O)N=NC=2C=1.C1CCC(N=C=NC2CCCCC2)CC1>>[O:40]([CH:25]([CH3:24])[CH3:26])[CH:41]([CH3:42])[CH3:3].[CH2:12]([C@H:14]([NH:21][C:22]([C:24]1[C:33]2[C:28](=[CH:29][CH:30]=[CH:31][CH:32]=2)[N:27]=[C:26]([C:34]2[CH:35]=[CH:36][CH:37]=[CH:38][CH:39]=2)[C:25]=1[O:40][CH2:41][CH2:42][NH:43][C:9](=[O:11])[CH2:8][C:3]1[CH:4]=[CH:5][CH:6]=[CH:7][N:2]=1)=[O:23])[C:15]1[CH:20]=[CH:19][CH:18]=[CH:17][CH:16]=1)[CH3:13] |f:0.1|. Reported procedure: Prepared as described in Example 26 from 0.41 g (2.4 mmol) of 2-pyridylacetic acid hydrochloride, 1.0 g (2.4 mmol) of (S)-N-(α-ethylbenzyl)-3-(2-aminoethoxy)-2-phenylquinoline-4-carboxamide (compound of Description 4), 0.33 ml (2.4 mmol) of TEA, 0.64 g (4.7 mmol) of HOBT and 0.58 g (2.8 mmol) of DCC. The work up and the purification of the reaction mixture were conducted as described in Example 26. After trituration with i-Pr2O, 0.10 g of the title compound were obtained.